This data is from the Open Reaction Database (ORD), a public repository of structured organic reaction records. The task is: describe an organic reaction: reactants, conditions, products, and yield The reactants are FC1=C(C=C2C(=CNC2=C1)C=O)C1=CC=CC=C1 (6-fluoro-5-phenyl-1H-indole-3-carbaldehyde), CC(C)=CC (2-methyl-2-butene), Cl(=O)[O-].[Na+] (sodium chlorite), O.OP(=O)(O)[O-].[Na+] (sodium phosphate monobasic hydrate). The solvent is CC#N (MeCN), C(C)(C)(C)O (tert-butanol), O (water). Run at time 16 hour. Yields the product FC1=C(C=C2C(=CNC2=C1)C(=O)O)C1=CC=C(C=C1)C1(CCC1)O (6-Fluoro-5-(4-(1-hydroxycyclobutyl)phenyl)-1H-indole-3-carboxylic acid). Yield: 15.4%. RXN SMILES: [F:1][C:2]1[CH:10]=[C:9]2[C:5]([C:6]([CH:11]=[O:12])=[CH:7][NH:8]2)=[CH:4][C:3]=1[C:13]1[CH:18]=[CH:17][CH:16]=[CH:15][CH:14]=1.C[C:20](=[CH:22][CH3:23])[CH3:21].Cl([O-])=[O:25].[Na+].[OH2:28].OP([O-])(O)=O.[Na+]>CC#N.C(O)(C)(C)C.O>[F:1][C:2]1[CH:10]=[C:9]2[C:5]([C:6]([C:11]([OH:12])=[O:28])=[CH:7][NH:8]2)=[CH:4][C:3]=1[C:13]1[CH:14]=[CH:15][C:16]([C:20]2([OH:25])[CH2:21][CH2:23][CH2:22]2)=[CH:17][CH:18]=1 |f:2.3,4.5.6|. Reported procedure: To a solution of 6-fluoro-5-phenyl-1H-indole-3-carbaldehyde (58.0 mg, 0.19 mmol) in MeCN (3 mL), tert-butanol (3 mL) and 2-methyl-2-butene (2 mL, 13.7 mmol) at 0° C. was added a solution of sodium chlorite (253.0 mg, 3.75 mmol) and sodium phosphate monobasic hydrate (585.0 mg, 3.75 mmol) in water (1.5 mL) dropwise. The ice bath was removed and the solution was stirred at room temperature for 16 hours. The reaction mixture was concentrated in vacuo and the aqueous residue was extracted with EtOAc... Starting materials: C[Si](C)(C)[N-][Si](C)(C)C, ClCCCCI, O=C(O)Cc1ccccc1F, [Na+]. Product: O=C(O)C(CCCCCl)c1ccccc1F. RXN SMILES: [CH3:13][Si:14]([N-:15][Si:16]([CH3:17])([CH3:18])[CH3:19])([CH3:20])[CH3:21].[Cl:22][CH2:23][CH2:24][CH2:25][CH2:26][I:27].[F:1][c:2]1[c:3]([CH2:8][C:9](=[O:10])[OH:11])[cH:4][cH:5][cH:6][cH:7]1.[Na+:12]>>[F:1][c:2]1[c:3]([CH:8]([C:9](=[O:10])[OH:11])[CH2:26][CH2:25][CH2:24][CH2:23][Cl:22])[cH:4][cH:5][cH:6][cH:7]1. Reactants: OC1=C(C=CC=C1Cl)C (2-hydroxy-3-chlorotoluene), FC(F)(F)S(=O)(=O)OOCC(F)(F)F (2,2,2-trifluoroethoxy trifluoromethylsulfonate), C(=O)([O-])[O-].[Cs+].[Cs+] (Cs2CO3). Run in CN(C)C=O (DMF). Conditions: temperature 0 celsius, time 3 hour. Product: FC(COC1=C(C=CC=C1Cl)C)(F)F (2-(2,2,2-trifluoroethoxy)-3-chlorotoluene). Reaction SMILES: [OH:1][C:2]1[C:7]([Cl:8])=[CH:6][CH:5]=[CH:4][C:3]=1[CH3:9].FC(S(OO[CH2:19][C:20]([F:23])([F:22])[F:21])(=O)=O)(F)F.C([O-])([O-])=O.[Cs+].[Cs+]>CN(C=O)C>[F:21][C:20]([F:23])([F:22])[CH2:19][O:1][C:2]1[C:7]([Cl:8])=[CH:6][CH:5]=[CH:4][C:3]=1[CH3:9] |f:2.3.4|. Reported procedure: To a solution of 2-hydroxy-3-chlorotoluene (5 g, 35 mmol) in DMF (75 mL) at 0° C. was added 2,2,2-trifluoroethoxy trifluoromethylsulfonate (16 g, 70 mmol) and Cs2CO3 (22 g, 68 mmol). The mixture was stirred at 0° C. for 3 h and then at ambient temperature for 14 h. The solvent was removed under reduced pressure. The residue was partitioned between EtOAc (150 mL) and water (3×75 mL). The organic phase was dried (MgSO4), filtered, and the solvent was removed under reduced pressure. The residue was... RXN SMILES: [N+:1]([C:4]1[CH:5]=[CH:6][C:7]2[N:13]=[C:12]([NH:14][NH2:15])[CH2:11][N:10]=[C:9]([C:16]3[CH:21]=[CH:20][CH:19]=[CH:18][CH:17]=3)[C:8]=2[CH:22]=1)([O-:3])=[O:2].[Cl:23][CH2:24][C:25](=O)[CH2:26][OH:27]>O1CCCC1>[N+:1]([C:4]1[CH:5]=[CH:6][C:7]2[N:13]=[C:12]([NH:14][N:15]=[C:25]([CH2:26][OH:27])[CH2:24][Cl:23])[CH2:11][N:10]=[C:9]([C:16]3[CH:21]=[CH:20][CH:19]=[CH:18][CH:17]=3)[C:8]=2[CH:22]=1)([O-:3])=[O:2]. Reported procedure: In the manner given in Example 1, 7-nitro-2-hydrazino-5-phenyl-3H-1,4-benzodiazepine in tetrahydrofuran can be treated with 1-chloro-3-hydroxypropanone under nitrogen to give 7-nitro-2[[2-chloro-1-(hydroxymethyl)ethylidene]hydrazino]-5-phenyl-3H-1,4-benzodiazepine. The solvent is O1CCCC1 (tetrahydrofuran). Product: [N+](=O)([O-])C=1C=CC2=C(C(=NCC(=N2)NN=C(CCl)CO)C2=CC=CC=C2)C1 (7-nitro-2[[2-chloro-1-(hydroxymethyl)ethylidene]hydrazino]-5-phenyl-3H-1,4-benzodiazepine). The reactants are [N+](=O)([O-])C=1C=CC2=C(C(=NCC(=N2)NN)C2=CC=CC=C2)C1 (7-nitro-2-hydrazino-5-phenyl-3H-1,4-benzodiazepine), ClCC(CO)=O (1-chloro-3-hydroxypropanone).